From a dataset of the Open Reaction Database (ORD), a public repository of structured organic reaction records. describe an organic reaction: reactants, conditions, products, and yield The reactants are C(C(=O)Cl)(=O)Cl (oxalyl chloride), FC(/C=C/C(=O)O)(C)F ((E)-4,4-Difluoropent-2-enoic acid), C(C)OC1=CC(=NC=C1)NCCN (N-(4-ethoxy-2-pyridyl)ethane-1,2-diamine), C(C)(C)N(CC)C(C)C (diisopropylethylamine). The reagents and catalysts are ClCCl (dichloromethane). Solvent: C(Cl)Cl (DCM). Run at time 15 minute. Product: C(C)OC1=CC(=NC=C1)NCCNC(\C=C\C(C)(F)F)=O ((E)-N-[2-[(4-Ethoxy-2-pyridyl)amino]ethyl]-4,4-difluoro-pent-2-enamide). Isolated yield 41.7%. Reaction SMILES: [F:1][C:2]([F:9])([CH3:8])/[CH:3]=[CH:4]/[C:5]([OH:7])=O.C(Cl)(=O)C(Cl)=O.[CH2:16]([O:18][C:19]1[CH:24]=[CH:23][N:22]=[C:21]([NH:25][CH2:26][CH2:27][NH2:28])[CH:20]=1)[CH3:17].C(N(C(C)C)CC)(C)C>ClCCl>[CH2:16]([O:18][C:19]1[CH:24]=[CH:23][N:22]=[C:21]([NH:25][CH2:26][CH2:27][NH:28][C:5](=[O:7])/[CH:4]=[CH:3]/[C:2]([F:1])([F:9])[CH3:8])[CH:20]=1)[CH3:17]. Procedure details: (E)-4,4-Difluoropent-2-enoic acid (31 mg, 0.23 mmol) was dissolved in dichloromethane (0.5 ml containing one drop of dimethyl formamide), oxalyl chloride was added (20 μl, 0.23 mmol) and the solution was stirred at room temperature for 15 minutes. This solution was added to a solution of N-(4-ethoxy-2-pyridyl)ethane-1,2-diamine (27 mg, 0.15 mmol) and diisopropylethylamine (88 μl, 0.5 mmol) dissolved in DCM (2 ml) and the resulting mixture was stirred at room temperature for three hours. The vola... The reactants are ClC1=CC(=C(C=C1)C1=CC2=C(N(C3=CC=C(C=C23)C=2NN=CC2)C)N(C1=O)C)F (3-(4-Chloro-2-fluorophenyl)-1,9-dimethyl-6-(2H-pyrazol-3-yl)-1,9-dihydro-pyrido[2,3-b]indol-2-one), ClC1=CC(=C(C=C1)C1=CC2=C(N(C3=CC=C(C=C23)C=2NN=CC2)C)N(C1=O)C)F (3-(4-chloro-2-fluorophenyl)-1,9-dimethyl-6-(2H-pyrazol-3-yl)-1,9-dihydro-pyrido[2,3-b]indol-2-one), ICC (iodoethane). The product is ClC1=CC(=C(C=C1)C1=CC2=C(N(C3=CC=C(C=C23)C2=NN(C=C2)CC)C)N(C1=O)C)F (3-(4-Chloro-2-fluorophenyl)-6-(1-ethyl-1H-pyrazol-3-yl)-1,9-dimethyl-1,9-dihydropyrido[2,3-b]indol-2-one). Reaction SMILES: [Cl:1][C:2]1[CH:7]=[CH:6][C:5]([C:8]2[C:26](=[O:27])[N:25]([CH3:28])[C:11]3[N:12]([CH3:24])[C:13]4[C:18]([C:10]=3[CH:9]=2)=[CH:17][C:16]([C:19]2[NH:20][N:21]=[CH:22][CH:23]=2)=[CH:15][CH:14]=4)=[C:4]([F:29])[CH:3]=1.I[CH2:31][CH3:32]>>[Cl:1][C:2]1[CH:7]=[CH:6][C:5]([C:8]2[C:26](=[O:27])[N:25]([CH3:28])[C:11]3[N:12]([CH3:24])[C:13]4[C:18]([C:10]=3[CH:9]=2)=[CH:17][C:16]([C:19]2[CH:23]=[CH:22][N:21]([CH2:31][CH3:32])[N:20]=2)=[CH:15][CH:14]=4)=[C:4]([F:29])[CH:3]=1. Procedure details: The process is carried out as in Example 110 above, using compound from Example 141, 3-(4-chloro-2-fluorophenyl)-1,9-dimethyl-6-(2H-pyrazol-3-yl)-1,9-dihydro-pyrido[2,3-b]indol-2-one and iodoethane. Starting materials: BrC1=CC=C(C=C1)[N+](=O)[O-] (4-bromonitrobenzene), N1=CC(=CC=C1)B(O)O (pyridine-3-boronic acid). Reagents/catalysts: C1=CC=C(C=C1)P([C-]2C=CC=C2)C3=CC=CC=C3.C1=CC=C(C=C1)P([C-]2C=CC=C2)C3=CC=CC=C3.Cl[Pd]Cl.[Fe+2] (1,1′-Bis(diphenylphosphino)ferrocenedichloropalladium(II)). Run in CN(C=O)C (dimethyl formamide), C([O-])([O-])=O.[Na+].[Na+] (sodium carbonate), O (water). Yields the product [N+](=O)([O-])C1=CC=C(C=C1)C=1C=NC=CC1 (3-(4-Nitrophenyl)pyridine). As a reaction SMILES: Br[C:2]1[CH:7]=[CH:6][C:5]([N+:8]([O-:10])=[O:9])=[CH:4][CH:3]=1.[N:11]1[CH:16]=[CH:15][CH:14]=[C:13](B(O)O)[CH:12]=1>CN(C)C=O.C(=O)([O-])[O-].[Na+].[Na+].O.C1C=CC(P(C2C=CC=CC=2)[C-]2C=CC=C2)=CC=1.C1C=CC(P(C2C=CC=CC=2)[C-]2C=CC=C2)=CC=1.Cl[Pd]Cl.[Fe+2]>[N+:8]([C:5]1[CH:6]=[CH:7][C:2]([C:13]2[CH:12]=[N:11][CH:16]=[CH:15][CH:14]=2)=[CH:3][CH:4]=1)([O-:10])=[O:9] |f:3.4.5,7.8.9.10|. Procedure details: 1,1′-Bis(diphenylphosphino)ferrocenedichloropalladium(II) (0.2 g, 0.2 mmol) was added to a stirred and degassed solution of 4-bromonitrobenzene (5 g, 24.8 mmol) and pyridine-3-boronic acid (3.4 g, 27.2 mmol) in dimethyl formamide (50 mL) and 2N sodium carbonate solution in water (20 mL). The reaction mixture was stirred at 100° C. for 18 hours, then allowed to cool. The solution was filtered through celite (Diatomaceous Earth), then ethyl acetate (200 mL) was added and the organic phase was wash... Reactants: 12.1, C[N+](=C1OCCC1(C1=CC=CC=C1)C1=CC=CC=C1)C (dimethyl (tetrahydro-3,3-diphenyl-2-furylidene) ammonium), Cl.BrC1=CC=C(C=C1)C1(CCNCC1)O (4-(p-bromophenyl)-4-piperidinol hydrochloride), C([O-])([O-])=O.[Na+].[Na+] (sodium carbonate), [I-].[K+] (potassium iodide). The solvent is CC(CC(C)=O)C (4-methyl-2-pentanone), O (water), O (water). The product is O.BrC1=CC=C(C=C1)C1(CCN(CC1)CCC(C(=O)N(C)C)(C1=CC=CC=C1)C1=CC=CC=C1)O (4-(p-bromophenyl)-4-hydroxy-N,N-dimethyl-α,α-diphenylpiperidine-1-butyramide hydrate). Reaction SMILES: [CH3:1][N+:2]([CH3:20])=[C:3]1[C:7]([C:14]2[CH:19]=[CH:18][CH:17]=[CH:16][CH:15]=2)([C:8]2[CH:13]=[CH:12][CH:11]=[CH:10][CH:9]=2)[CH2:6][CH2:5][O:4]1.Cl.[Br:22][C:23]1[CH:28]=[CH:27][C:26]([C:29]2([OH:35])[CH2:34][CH2:33][NH:32][CH2:31][CH2:30]2)=[CH:25][CH:24]=1.C(=O)([O-])[O-].[Na+].[Na+].[I-].[K+]>O.CC(C)CC(=O)C>[OH2:4].[Br:22][C:23]1[CH:28]=[CH:27][C:26]([C:29]2([OH:35])[CH2:30][CH2:31][N:32]([CH2:5][CH2:6][C:7]([C:8]3[CH:13]=[CH:12][CH:11]=[CH:10][CH:9]=3)([C:14]3[CH:19]=[CH:18][CH:17]=[CH:16][CH:15]=3)[C:3]([N:2]([CH3:20])[CH3:1])=[O:4])[CH2:33][CH2:34]2)=[CH:25][CH:24]=1 |f:1.2,3.4.5,6.7,10.11|. Procedure details: A mixture of 12.1 parts of dimethyl (tetrahydro-3,3-diphenyl-2-furylidene) ammonium 10 bromide, 8.8 parts of 4-(p-bromophenyl)-4-piperidinol hydrochloride, 10.6 parts of sodium carbonate, 0.5 parts of potassium iodide and 200 parts of 4-methyl-2-pentanone is stirred and refluxed for 14 hours with water separator. The reaction mixture is cooled and water (200 parts) is added. The organic layer is separated, washed with diluted sodium hydroxide solution, dried, filtered, and while stirring the fil... The reactants are CCS, CC(=O)CC(C)C, CCOC(=O)c1c(Cl)cc(C(F)(F)F)nc1C(F)(F)F, [K+], [K+], O=C([O-])[O-]. Product: CCOC(=O)c1c(SCC)cc(C(F)(F)F)nc1C(F)(F)F. As a reaction SMILES: [CH2:27]([CH3:28])[SH:29].[CH2:30]([C:31]([CH3:32])=[O:33])[CH:34]([CH3:35])[CH3:36].[F:1][C:2]([c:3]1[n:4][c:5]([C:15]([F:16])([F:17])[F:18])[cH:6][c:7]([Cl:14])[c:8]1[C:9](=[O:10])[O:11][CH2:12][CH3:13])([F:19])[F:20].[K+:21].[K+:22].[O-:23][C:24]([O-:25])=[O:26]>>[F:1][C:2]([c:3]1[n:4][c:5]([C:15]([F:16])([F:17])[F:18])[cH:6][c:7]([S:29][CH2:27][CH3:28])[c:8]1[C:9](=[O:10])[O:11][CH2:12][CH3:13])([F:19])[F:20]. Starting materials: ClCCl, C1CCOC1, [Li]CCCC, O=S(=O)(Cl)Cl, c1cncc(-c2cccs2)c1. The product is O=S(=O)(Cl)c1ccc(-c2cccnc2)s1. Reaction SMILES: [CH2:22]([Cl:23])[Cl:24].[CH2:25]1[O:26][CH2:27][CH2:28][CH2:29]1.[CH3:12][CH2:13][CH2:14][CH2:15][Li:16].[S:17](=[O:18])(=[O:19])([Cl:20])[Cl:21].[s:1]1[c:2](-[c:6]2[cH:7][n:8][cH:9][cH:10][cH:11]2)[cH:3][cH:4][cH:5]1>>[s:1]1[c:2](-[c:6]2[cH:7][n:8][cH:9][cH:10][cH:11]2)[cH:3][cH:4][c:5]1[S:17](=[O:18])(=[O:19])[Cl:20]. Reactants: C(C)(C)(C)OC(=O)N[C@H](C(=O)OC)CC1=CC=C(C=C1)OS(=O)(=O)C(C(C(C(F)(F)F)(F)F)(F)F)(F)F ((S)-methyl 2-((tert-butoxycarbonyl)amino)-3-(4-(((perfluorobutyl)sulfonyl)oxy)phenyl)propanoate), P(=O)([O-])([O-])[O-].[K+].[K+].[K+] (potassium phosphate), B1(OC(C(O1)(C)C)(C)C)C2=CC=C(C=C2)B3OC(C(O3)(C)C)(C)C (1,4-benzenediboronic acid bis(pinacol) ester), C1(CCCCC1)P(C1=C(C=CC=C1)C1=C(C=CC=C1OC)OC)C1CCCCC1 (2-dicyclohexylphosphino-2′,6′-dimethoxybiphenyl). The reagents and catalysts are C(C)(=O)[O-].[Pd+2].C(C)(=O)[O-] (palladium acetate). Reaction conditions: temperature 100 celsius, time 1 hour. Yields the product C(C)(C)(C)OC(=O)N[C@H](C(=O)OC)CC1=CC=C(C=C1)C1=CC=C(C=C1)B1OC(C(O1)(C)C)(C)C ((S)-methyl 2-((tert-butoxycarbonyl)amino)-3-(4′-(4,4,5,5-tetramethyl-1,3,2-dioxaborolan-2-yl)-[1,1′-biphenyl]-4-yl)propanoate). RXN SMILES: [C:1]([O:5][C:6]([NH:8][C@@H:9]([CH2:14][C:15]1[CH:20]=[CH:19][C:18](OS(C(F)(F)C(F)(F)C(F)(F)C(F)(F)F)(=O)=O)=[CH:17][CH:16]=1)[C:10]([O:12][CH3:13])=[O:11])=[O:7])([CH3:4])([CH3:3])[CH3:2].[B:38]1([C:47]2[CH:52]=[CH:51][C:50](B3OC(C)(C)C(C)(C)O3)=[CH:49][CH:48]=2)[O:42][C:41]([CH3:44])([CH3:43])[C:40]([CH3:46])([CH3:45])[O:39]1.C1(P(C2CCCCC2)C2C=CC=CC=2C2C(OC)=CC=CC=2OC)CCCCC1.P([O-])([O-])([O-])=O.[K+].[K+].[K+]>C([O-])(=O)C.[Pd+2].C([O-])(=O)C>[C:1]([O:5][C:6]([NH:8][C@@H:9]([CH2:14][C:15]1[CH:16]=[CH:17][C:18]([C:50]2[CH:51]=[CH:52][C:47]([B:38]3[O:42][C:41]([CH3:44])([CH3:43])[C:40]([CH3:46])([CH3:45])[O:39]3)=[CH:48][CH:49]=2)=[CH:19][CH:20]=1)[C:10]([O:12][CH3:13])=[O:11])=[O:7])([CH3:2])([CH3:3])[CH3:4] |f:3.4.5.6,7.8.9|. Procedure details: Placed (S)-methyl 2-((tert-butoxycarbonyl)amino)-3-(4-(((perfluorobutyl)sulfonyl)oxy)phenyl)propanoate (800 mg, 1.385 mmol), 1,4-benzenediboronic acid bis(pinacol) ester (1372 mg, 4.16 mmol), palladium acetate (16 mg, 0.071 mmol), 2-dicyclohexylphosphino-2′,6′-dimethoxybiphenyl (57 mg, 0.139 mmol), and tribasic potassium phosphate (882 mg, 4.16 mmol) under nitrogen in nitrogen flushed toluene (2.0 mL) and water (0.1 mL). The mixture was stirred at 100° C. for 1 hour, then cooled to room temperat... Starting materials: C(C)(C)(C)C1=NC=C(C(=N1)NCC=1OC=CN1)C(=O)N([C@H]1C[C@H](CN(C1)C(=O)OC(C)(C)C)C(=O)OC)CC(C)C (1-tert-Butyl 3-methyl (3R,5S)-5-[({2-tert-butyl-4-[(1,3-oxazol-2-ylmethyl)amino]pyrimidin-5-yl}carbonyl) (2-methylpropyl)amino]piperidine-1,3-dicarboxylate), [OH-].[Na+] (sodium hydroxide). Solvent: CO (methanol). Run at time 2 hour. The product is C(C)(C)(C)OC(=O)N1C[C@@H](C[C@@H](C1)N(CC(C)C)C(=O)C=1C(=NC(=NC1)C(C)(C)C)NCC=1OC=CN1)C(=O)O ((3R,5S)-1-(tert-butoxycarbonyl)-5-[({2-tert-butyl-4-[(1,3-oxazol-2-ylmethyl)amino]pyrimidin-5-yl}carbonyl)(2-methylpropyl)amino]piperidine-3-carboxylic acid). Yield: 98.6%. As a reaction SMILES: [C:1]([C:5]1[N:10]=[C:9]([NH:11][CH2:12][C:13]2[O:14][CH:15]=[CH:16][N:17]=2)[C:8]([C:18]([N:20]([CH2:38][CH:39]([CH3:41])[CH3:40])[C@@H:21]2[CH2:26][N:25]([C:27]([O:29][C:30]([CH3:33])([CH3:32])[CH3:31])=[O:28])[CH2:24][C@H:23]([C:34]([O:36]C)=[O:35])[CH2:22]2)=[O:19])=[CH:7][N:6]=1)([CH3:4])([CH3:3])[CH3:2].[OH-].[Na+]>CO>[C:30]([O:29][C:27]([N:25]1[CH2:26][C@@H:21]([N:20]([C:18]([C:8]2[C:9]([NH:11][CH2:12][C:13]3[O:14][CH:15]=[CH:16][N:17]=3)=[N:10][C:5]([C:1]([CH3:4])([CH3:2])[CH3:3])=[N:6][CH:7]=2)=[O:19])[CH2:38][CH:39]([CH3:41])[CH3:40])[CH2:22][C@@H:23]([C:34]([OH:36])=[O:35])[CH2:24]1)=[O:28])([CH3:32])([CH3:33])[CH3:31] |f:1.2|. Reported procedure: 1-tert-Butyl 3-methyl (3R,5S)-5-[({2-tert-butyl-4-[(1,3-oxazol-2-ylmethyl)amino]pyrimidin-5-yl}carbonyl) (2-methylpropyl)amino]piperidine-1,3-dicarboxylate (0.26 g) was dissolved in methanol (3 ml), 2 M aqueous sodium hydroxide solution (1.0 ml) was added and the mixture was stirred at room temperature for 2 hr. The reaction mixture was concentrated under reduced pressure, the residue was diluted with saturated aqueous ammonium chloride solution, and the mixture was extracted with ethyl acetate....